This data is from the Open Reaction Database (ORD), a public repository of structured organic reaction records. The task is: describe an organic reaction: reactants, conditions, products, and yield The reactants are azides, ClCCCS(=O)(=O)OCC([C@H](C(=O)O[C@H](C)C1=CC=CC=C1)OCC1=CC=C(C=C1)OC)(C)C ((1R)-1-Phenylethyl (2R)-4-[(3-chloropropyl)sulfonyloxy]-2-[(4-methoxyphenyl)methoxy]-3,3-dimethylbutanoate), [N-]=[N+]=[N-].[Na+] (sodium azide). The solvent is CS(=O)C (dimethyl sulfoxide). Yields the product N(=[N+]=[N-])CCCS(=O)(=O)OCC([C@H](C(=O)O[C@H](C)C1=CC=CC=C1)OCC1=CC=C(C=C1)OC)(C)C ((1R)-1-Phenylethyl (2R)-4-[(3-azidopropyl)sulfonyloxy]-2-[(4-methoxyphenyl)methoxy]-3,3-dimethylbutanoate). Reaction SMILES: Cl[CH2:2][CH2:3][CH2:4][S:5]([O:8][CH2:9][C:10]([CH3:34])([CH3:33])[C@@H:11]([O:23][CH2:24][C:25]1[CH:30]=[CH:29][C:28]([O:31][CH3:32])=[CH:27][CH:26]=1)[C:12]([O:14][C@@H:15]([C:17]1[CH:22]=[CH:21][CH:20]=[CH:19][CH:18]=1)[CH3:16])=[O:13])(=[O:7])=[O:6].[N-:35]=[N+:36]=[N-:37].[Na+]>CS(C)=O>[N:35]([CH2:2][CH2:3][CH2:4][S:5]([O:8][CH2:9][C:10]([CH3:34])([CH3:33])[C@@H:11]([O:23][CH2:24][C:25]1[CH:30]=[CH:29][C:28]([O:31][CH3:32])=[CH:27][CH:26]=1)[C:12]([O:14][C@@H:15]([C:17]1[CH:22]=[CH:21][CH:20]=[CH:19][CH:18]=1)[CH3:16])=[O:13])(=[O:7])=[O:6])=[N+:36]=[N-:37] |f:1.2|. Reported procedure: Following the general procedure for the preparation of azides of Description 16, (1R)-1-phenylethyl (2R)-4-[(3-chloropropyl)sulfonyloxy]-3,3-dimethyl-2-(phenylmethoxy)butanoate (34a) (0.42 g, 0.82 mmol) dissolved in 5 mL of anhydrous dimethyl sulfoxide (DMSO) was reacted with 75 mg (1.15 mmol) of sodium azide (NaN3). After work-up, the crude title compound (34b) was used in the next step without further purification. MS (ESI) m/z 542.02 (M+Na)+.